From a dataset of the Open Reaction Database (ORD), a public repository of structured organic reaction records. describe an organic reaction: reactants, conditions, products, and yield The reactants are O[C@]1(C[C@@H](CCC1)C)CNC(=O)C=1C=2C=CC(=NC2C=CC1Cl)Cl (2,6-dichloro-quinoline-5-carboxylic acid ((1R,3R)-1-hydroxy-3methyl-cyclohexylmethyl)-amide), CCN(C(C)C)C(C)C (DIPEA), OCC1CNCC1 (3-(1-hydroxy-methyl)-pyrrolidine). Yields the product O[C@]1(C[C@@H](CCC1)C)CNC(=O)C=1C=2C=CC(=NC2C=CC1Cl)N1C(C(CC1)O)C (6-Chloro-2-(3-hydroxy-methyl-pyrrolidin-1-yl)-quinoline-5-carboxylic acid ((1R,3R)-1-hydroxy-3-methyl-cyclohexylmethyl)-amide). As a reaction SMILES: [OH:1][C@:2]1([CH2:9][NH:10][C:11]([C:13]2[C:14]3[CH:15]=[CH:16][C:17](Cl)=[N:18][C:19]=3[CH:20]=[CH:21][C:22]=2[Cl:23])=[O:12])[CH2:7][CH2:6][CH2:5][C@@H:4]([CH3:8])[CH2:3]1.CC[N:27]([CH:31]([CH3:33])[CH3:32])[CH:28]([CH3:30])C.[OH:34]CC1CCNC1>>[OH:1][C@:2]1([CH2:9][NH:10][C:11]([C:13]2[C:14]3[CH:15]=[CH:16][C:17]([N:27]4[CH2:28][CH2:30][CH:33]([OH:34])[CH:31]4[CH3:32])=[N:18][C:19]=3[CH:20]=[CH:21][C:22]=2[Cl:23])=[O:12])[CH2:7][CH2:6][CH2:5][C@@H:4]([CH3:8])[CH2:3]1. Reported procedure: The title compound was synthesized according to the procedure described in example 1 using 2,6-dichloro-quinoline-5-carboxylic acid ((1R,3R)-1-hydroxy-3methyl-cyclohexylmethyl)-amide, DIPEA and 3-(1-hydroxy-methyl)-pyrrolidine. 1H NMR (400 MHz, DMSO-d6) δ ppm 8.75 (1H), 7.85 (m, 1H), 7.58 (2H), 7.05 (1H), 4.47 (s, 1H), 4.14 (s, 1H), 3.65 (m, 2H), 3.45 (m, 3H), 3.28 (m, 2H), 2.44 (m, 2H), 2.06 (m, 2H), 1.85 (m, 2H), 1.74-1.76 (m, 5H), 1.15 (m, 1H), 1.03 (m, 1H), 0.83 (d, 3H), 0.74 (m, 1H). m/z: 4... The reactants are O1CC12CCN(CC2)C2=CC=C(C=C2)N2C(O[C@H](C2)CNC(C)=O)=O ((S)—N-{3-[4-(1-oxa-6-aza-spiro[2.5]oct-6-yl)-phenyl]-2-oxo-oxazolidin-5-ylmethyl}-acetamide), [O-]CC.[Na+] (sodium ethoxide). Run in C(C)O (ethanol). Product: COCC1(CCN(CC1)C1=CC=C(C=C1)N1C(O[C@H](C1)CNC(C)=O)=O)O ((S)—N-{3-[4-(4-methoxymethyl-4-hydroxy-piperidin-1-yl)-phenyl]-2-oxo-oxazolidin-5-ylmethyl}-acetamide). Yield: 50.0%. As a reaction SMILES: [O:1]1[C:3]2([CH2:8][CH2:7][N:6]([C:9]3[CH:14]=[CH:13][C:12]([N:15]4[CH2:19][C@H:18]([CH2:20][NH:21][C:22](=[O:24])[CH3:23])[O:17][C:16]4=[O:25])=[CH:11][CH:10]=3)[CH2:5][CH2:4]2)[CH2:2]1.[O-:26][CH2:27]C.[Na+]>C(O)C>[CH3:27][O:26][CH2:2][C:3]1([OH:1])[CH2:4][CH2:5][N:6]([C:9]2[CH:10]=[CH:11][C:12]([N:15]3[CH2:19][C@H:18]([CH2:20][NH:21][C:22](=[O:24])[CH3:23])[O:17][C:16]3=[O:25])=[CH:13][CH:14]=2)[CH2:7][CH2:8]1 |f:1.2|. Procedure: The title compound was prepared by reacting (S)—N-{3-[4-(1-oxa-6-aza-spiro[2.5]oct-6-yl)-phenyl]-2-oxo-oxazolidin-5-ylmethyl}-acetamide (1.0 mmol) with sodium ethoxide (1.6 mmol) in ethanol (10 ml) at a temperature 60° C. for 6 hours and by purifying the compound by silica gel column chromatography in 50% yield. The reactants are CO, COC(=O)c1ccc(Br)cn1, NN, O. Product: NNC(=O)c1ccc(Br)cn1. As a reaction SMILES: [CH3:15][OH:16].[CH3:1][O:2][C:3](=[O:4])[c:5]1[n:6][cH:7][c:8]([Br:11])[cH:9][cH:10]1.[NH2:13][NH2:14].[OH2:12]>>[O:2]=[C:3]([c:5]1[n:6][cH:7][c:8]([Br:11])[cH:9][cH:10]1)[NH:13][NH2:14].